Dataset: the Open Reaction Database (ORD), a public repository of structured organic reaction records. Task: describe an organic reaction: reactants, conditions, products, and yield Starting materials: ClC1=C(C=C(C=C1)[C@@]1(O[C@@H]([C@H]([C@@H]([C@H]1O)O)O)CO)OC)CC=1C=C2CCCN(C2=CC1)CC1=CC=C(C=C1)OC ((2S,3R,4S,5S,6R)-2-{4-chloro-3-[1-(4-methoxy-benzyl)-1,2,3,4-tetrahydro-quinolin-6-ylmethyl]-phenyl}-6-hydroxymethyl-2-methoxy-tetrahydro-pyran-3,4,5-triol), C(C)[SiH](CC)CC (triethylsilane), B(F)(F)F (boron trifluoride), complex. Run in C(C)#N.ClCCl (acetonitrile dichloromethane). Conditions: temperature 0 celsius, time 4 hour. Yields the product ClC1=C(C=C(C=C1)[C@@H]1O[C@@H]([C@H]([C@@H]([C@H]1O)O)O)CO)CC=1C=C2CCCN(C2=CC1)CC1=CC=C(C=C1)OC ((2S,3R,4R,5S,6R)-2-{4-chloro-3-[1-(4-methoxy-benzyl)-1,2,3,4-tetrahydro-quinolin-6-ylmethyl]-phenyl}-6-hydroxymethyl-tetrahydro-pyran-3,4,5-triol). Isolated yield 49.4%. Reaction SMILES: [Cl:1][C:2]1[CH:7]=[CH:6][C:5]([C@@:8]2(OC)[C@H:13]([OH:14])[C@@H:12]([OH:15])[C@H:11]([OH:16])[C@@H:10]([CH2:17][OH:18])[O:9]2)=[CH:4][C:3]=1[CH2:21][C:22]1[CH:23]=[C:24]2[C:29](=[CH:30][CH:31]=1)[N:28]([CH2:32][C:33]1[CH:38]=[CH:37][C:36]([O:39][CH3:40])=[CH:35][CH:34]=1)[CH2:27][CH2:26][CH2:25]2.C([SiH](CC)CC)C.B(F)(F)F>C(#N)C.ClCCl>[Cl:1][C:2]1[CH:7]=[CH:6][C:5]([C@H:8]2[C@H:13]([OH:14])[C@@H:12]([OH:15])[C@H:11]([OH:16])[C@@H:10]([CH2:17][OH:18])[O:9]2)=[CH:4][C:3]=1[CH2:21][C:22]1[CH:23]=[C:24]2[C:29](=[CH:30][CH:31]=1)[N:28]([CH2:32][C:33]1[CH:34]=[CH:35][C:36]([O:39][CH3:40])=[CH:37][CH:38]=1)[CH2:27][CH2:26][CH2:25]2 |f:3.4|. Reported procedure: To a stirred solution of (2S,3R,4S,5S,6R)-2-{4-chloro-3-[1-(4-methoxy-benzyl)-1,2,3,4-tetrahydro-quinolin-6-ylmethyl]-phenyl}-6-hydroxymethyl-2-methoxy-tetrahydro-pyran-3,4,5-triol (325 mg, 0.6 mmol) in acetonitrile-dichloromethane mixture (1:1 mixture, 14 mL) was added triethylsilane (0.4 mL, 2.2 mmol) and boron trifluoride diethyletharate complex (0.15 mL, 1.1 mmol) at −20° C. After stirring for 4 h at 0° C., reaction was quenched with aq. saturated NaHCO3 solution (8 mL). The volatiles were e... The reactants are CC1(CC2(C(N(C(N2)=O)CCCCCCCC)=O)CC(N1)(C)C)C (7,7,9,9-tetramethyl-3-octyl-1,3,8-triazaspiro[4.5]decane-2,4-dione), O1C(COCC(OCC2CO2)COCC2CO2)C1 (glycerol tris(2,3-epoxypropyl)ether). Run in C(CCCCCCC)O (octanol). Reaction conditions: temperature 180 celsius. Yields the product OC(COCC(COCC(CN1C(CC2(C(N(C(N2)=O)CCCCCCCC)=O)CC1(C)C)(C)C)O)OCC(CN1C(CC2(C(N(C(N2)=O)CCCCCCCC)=O)CC1(C)C)(C)C)O)CN1C(CC2(C(N(C(N2)=O)CCCCCCCC)=O)CC1(C)C)(C)C (1,2,3-tris[2-hydroxy-3-(7,7,9,9-tetramethyl-3-octyl-2,4-dioxo-1,3,8-triazaspiro[4.5]dec-8-yl)propoxy]propane). Reaction SMILES: [CH3:1][C:2]1([CH3:24])[NH:21][C:20]([CH3:23])([CH3:22])[CH2:19][C:4]2([NH:8][C:7](=[O:9])[N:6]([CH2:10][CH2:11][CH2:12][CH2:13][CH2:14][CH2:15][CH2:16][CH3:17])[C:5]2=[O:18])[CH2:3]1.[O:25]1[CH2:42][CH:26]1[CH2:27][O:28][CH2:29][CH:30]([CH2:36][O:37][CH2:38][CH:39]1[O:41][CH2:40]1)[O:31][CH2:32][CH:33]1[O:35][CH2:34]1>C(O)CCCCCCC>[OH:25][CH:26]([CH2:42][N:21]1[C:20]([CH3:23])([CH3:22])[CH2:19][C:4]2([NH:8][C:7](=[O:9])[N:6]([CH2:10][CH2:11][CH2:12][CH2:13][CH2:14][CH2:15][CH2:16][CH3:17])[C:5]2=[O:18])[CH2:3][C:2]1([CH3:1])[CH3:24])[CH2:27][O:28][CH2:29][CH:30]([O:31][CH2:32][CH:33]([OH:35])[CH2:34][N:21]1[C:20]([CH3:23])([CH3:22])[CH2:19][C:4]2([NH:8][C:7](=[O:9])[N:6]([CH2:10][CH2:11][CH2:12][CH2:13][CH2:14][CH2:15][CH2:16][CH3:17])[C:5]2=[O:18])[CH2:3][C:2]1([CH3:1])[CH3:24])[CH2:36][O:37][CH2:38][CH:39]([OH:41])[CH2:40][N:21]1[C:20]([CH3:23])([CH3:22])[CH2:19][C:4]2([NH:8][C:7](=[O:9])[N:6]([CH2:10][CH2:11][CH2:12][CH2:13][CH2:14][CH2:15][CH2:16][CH3:17])[C:5]2=[O:18])[CH2:3][C:2]1([CH3:1])[CH3:24]. Procedure: A mixture of 11.0 g of 7,7,9,9-tetramethyl-3-octyl-1,3,8-triazaspiro[4.5]decane-2,4-dione and 2.6 g of glycerol tris(2,3-epoxypropyl)ether in 10 ml of octanol was heated at 180° C. for 30 hours. After completion of the reaction, the reaction mixture was purified by column chromatography through silica gel eluted with ethyl acetate, giving the desired Compound No. 349 in the form of a colourless oil. The compound had an Rf value of 0.54 on thin-layer chromatography on silica gel when developed wi... Reactants: CC(=O)Cl, CCO, OC1(c2c[nH]c3ncccc23)CCCNC1. Yields the product C1=C(c2c[nH]c3ncccc23)CNCC1. RXN SMILES: [C:1]([Cl:2])(=[O:3])[CH3:4].[CH3:21][CH2:22][OH:23].[nH:5]1[cH:6][c:7]([C:14]2([OH:20])[CH2:15][NH:16][CH2:17][CH2:18][CH2:19]2)[c:8]2[c:9]1[n:10][cH:11][cH:12][cH:13]2>>[nH:5]1[cH:6][c:7]([C:14]2=[CH:19][CH2:18][CH2:17][NH:16][CH2:15]2)[c:8]2[c:9]1[n:10][cH:11][cH:12][cH:13]2.